From a dataset of the Open Reaction Database (ORD), a public repository of structured organic reaction records. describe an organic reaction: reactants, conditions, products, and yield The reactants are CC1CC(C)(c2cccc(Br)c2)N=C(NC(=O)OC(C)(C)C)S1, O=C([O-])[O-], CCO, COCCOC, [Cs+], [Cs+], O, OB(O)c1cncnc1. The product is CC1CC(C)(c2cccc(-c3cncnc3)c2)N=C(NC(=O)OC(C)(C)C)S1. RXN SMILES: [Br:1][c:2]1[cH:3][c:4]([C:8]2([CH3:23])[N:9]=[C:10]([NH:15][C:16]([O:17][C:18]([CH3:19])([CH3:20])[CH3:21])=[O:22])[S:11][CH:12]([CH3:14])[CH2:13]2)[cH:5][cH:6][cH:7]1.[C:36](=[O:37])([O-:38])[O-:39].[CH3:24][CH2:25][OH:26].[CH3:42][O:43][CH2:44][CH2:45][O:46][CH3:47].[Cs+:40].[Cs+:41].[OH2:48].[n:27]1[cH:28][n:29][cH:30][c:31]([B:33]([OH:34])[OH:35])[cH:32]1>>[c:2]1(-[c:31]2[cH:30][n:29][cH:28][n:27][cH:32]2)[cH:3][c:4]([C:8]2([CH3:23])[N:9]=[C:10]([NH:15][C:16]([O:17][C:18]([CH3:19])([CH3:20])[CH3:21])=[O:22])[S:11][CH:12]([CH3:14])[CH2:13]2)[cH:5][cH:6][cH:7]1. Starting materials: Clc1ncccn1, CN(C(=O)c1ccc(Cl)cc1)C1CCNCC1c1ccc(Cl)c(Cl)c1, Cl. Yields the product CN(C(=O)c1ccc(Cl)cc1)C1CCN(c2ncccn2)CC1c1ccc(Cl)c(Cl)c1. Reaction SMILES: [Cl:27][c:28]1[n:29][cH:30][cH:31][cH:32][n:33]1.[Cl:2][c:3]1[cH:4][cH:5][c:6]([C:7](=[O:8])[N:9]([CH3:10])[CH:11]2[CH:12]([c:17]3[cH:18][c:19]([Cl:24])[c:20]([Cl:23])[cH:21][cH:22]3)[CH2:13][NH:14][CH2:15][CH2:16]2)[cH:25][cH:26]1.[ClH:1]>>[Cl:2][c:3]1[cH:4][cH:5][c:6]([C:7](=[O:8])[N:9]([CH3:10])[CH:11]2[CH:12]([c:17]3[cH:18][c:19]([Cl:24])[c:20]([Cl:23])[cH:21][cH:22]3)[CH2:13][N:14]([c:28]3[n:29][cH:30][cH:31][cH:32][n:33]3)[CH2:15][CH2:16]2)[cH:25][cH:26]1. Starting materials: FC(S(=O)(=O)OC1=C(C2=CC=CC=C2C=C1C)Cl)(F)F (1-chloro-3-methylnaphthalen-2-yl trifluoromethanesulfonate), ClC1=C(C=CC(=C1)Cl)C1=C(C(=CC2=CC=CC=C12)C)O (1-(2,4-dichlorophenyl)-3-methylnaphthalen-2-ol). The product is FC(S(=O)(=O)OC1=C(C2=CC=CC=C2C=C1C)C1=C(C=C(C=C1)Cl)Cl)(F)F (1-(2,4-dichlorophenyl)-3-methylnaphthalen-2-yl trifluoromethanesulfonate). Reaction SMILES: [F:1][C:2]([F:20])([F:19])[S:3]([O:6][C:7]1[C:16]([CH3:17])=[CH:15][C:14]2[C:9](=[CH:10][CH:11]=[CH:12][CH:13]=2)[C:8]=1Cl)(=[O:5])=[O:4].[Cl:21][C:22]1[CH:27]=[C:26]([Cl:28])[CH:25]=[CH:24][C:23]=1C1C2C(=CC=CC=2)C=C(C)C=1O>>[F:1][C:2]([F:20])([F:19])[S:3]([O:6][C:7]1[C:16]([CH3:17])=[CH:15][C:14]2[C:9](=[CH:10][CH:11]=[CH:12][CH:13]=2)[C:8]=1[C:25]1[CH:24]=[CH:23][C:22]([Cl:21])=[CH:27][C:26]=1[Cl:28])(=[O:5])=[O:4]. Procedure: 1-(2,4-dichlorophenyl)-3-methylnaphthalen-2-yl trifluoromethanesulfonate was prepared in a similar manner as compound 4C in Example 2, except starting from 1-(2,4-dichlorophenyl)-3-methylnaphthalen-2-ol instead of 4B. 1H-NMR: 400 MHz, (CDCl3) δ: 7.85-7.90 (m, 2H), 7.62 (d, 1H), 7.55 (app dt, 1H), 7.41-7.48 (m, 2H), 7.32-7.49 (m, 2H), 2.64 (s, 3H). Reactants: Cl.C(C)(C)(C)NN (tert-butylhydrazine hydrochloride), CN(C)C(OC)OC (DMFDMA), C(C)(=O)[O-].[Na+] (sodium acetate), C(CC(=O)C)(=O)OC (methyl acetoacetate), TEA. Run in C(C)N(CC)CC (triethylamine). The product is C(C)(C)(C)N1N=CC(=C1C)C(=O)O (1-tert-Butyl-5-methyl-1H-pyrazole-4-carboxylic acid), C(C)(C)(C)N1N=CC(=C1C)C(=O)OC (methyl 1-tert-butyl-5-methyl-1H-pyrazole-4-carboxylate). As a reaction SMILES: C([O-])(=O)C.[Na+].[C:6]([O:12]C)(=[O:11])[CH2:7][C:8]([CH3:10])=O.C[N:15]([CH:17]([O:20]C)[O:18][CH3:19])C.Cl.[C:23]([NH:27][NH2:28])([CH3:26])([CH3:25])[CH3:24]>C(N(CC)CC)C>[C:23]([N:27]1[C:8]([CH3:10])=[C:7]([C:6]([OH:12])=[O:11])[CH:17]=[N:15]1)([CH3:26])([CH3:25])[CH3:24].[C:23]([N:27]1[C:8]([CH3:10])=[C:7]([C:17]([O:18][CH3:19])=[O:20])[CH:6]=[N:28]1)([CH3:26])([CH3:25])[CH3:24] |f:0.1,4.5|. Reported procedure: The title compound was prepared according to the procedure as described in Anderson, K. W., et al., PCT Publication, WO 2007/107470, published Sep. 27, 2007, as described in Example 54, Steps 2 and 3, pages 97-98, and substituting triethylamine for the sodium acetate reagent in Step 2) from methyl acetoacetate (1.14 mL, 10.6 mmol), DMFDMA (1.48 mL, 11.1 mmol), tert-butylhydrazine hydrochloride (1.32 g, 10.6 mmol), and TEA (4.43 mL, 31.8 mmol) to yield methyl 1-tert-butyl-5-methyl-1H-pyrazole-4-c... Reactants: FC(C1=CC=C(C(N1)=O)C(=O)O)F (6-(difluoromethyl)-2-oxo-1,2-dihydropyridine-3-carboxylic acid), C1=CN(C=N1)C(=O)N2C=CN=C2 (N,N-carbonyldiimidazole), C(C)(C)N (isopropylamine). Solvent: O1CCCC1 (tetrahydrofuran), O1CCCC1 (tetrahydrofuran). Conditions: time 30 minute. Product: FC(C1=CC=C(C(N1)=O)C(=O)NC(C)C)F (6-(Difluoromethyl)-N-isopropyl-2-oxo-1,2-dihydropyridine-3-carboxamide). As a reaction SMILES: [F:1][CH:2]([F:13])[C:3]1[NH:8][C:7](=[O:9])[C:6]([C:10]([OH:12])=O)=[CH:5][CH:4]=1.C1N=CN(C(N2C=NC=C2)=O)C=1.[CH:26]([NH2:29])([CH3:28])[CH3:27]>O1CCCC1>[F:13][CH:2]([F:1])[C:3]1[NH:8][C:7](=[O:9])[C:6]([C:10]([NH:29][CH:26]([CH3:28])[CH3:27])=[O:12])=[CH:5][CH:4]=1. Procedure: After dissolution of 200 mg (1.1 mmol) of 6-(difluoromethyl)-2-oxo-1,2-dihydropyridine-3-carboxylic acid in 25 ml of tetrahydrofuran and addition of 206 mg (1.3 mmol) of N,N-carbonyldiimidazole, the mixture was stirred initially at room temperature for 30 min and then under reflux for 30 min. A solution of 66 mg (1.1 mmol) of isopropylamine in 5 ml of tetrahydrofuran was then added dropwise, and the mixture was heated under reflux for a further 2 h. The solution was evaporated to dryness, the re...